From a dataset of the Open Reaction Database (ORD), a public repository of structured organic reaction records. describe an organic reaction: reactants, conditions, products, and yield Reactants: CI, [Na+], CN(C)C=O, [OH-], Cc1ccc(C(=O)NC(CO)CC(C)C)cc1C. The product is COCC(CC(C)C)NC(=O)c1ccc(C)c(C)c1. As a reaction SMILES: [I:21][CH3:22].[Na+:20].[O:23]=[CH:24][N:25]([CH3:26])[CH3:27].[OH-:19].[OH:1][CH2:2][CH:3]([CH2:4][CH:5]([CH3:6])[CH3:7])[NH:8][C:9]([c:10]1[cH:11][c:12]([CH3:17])[c:13]([CH3:16])[cH:14][cH:15]1)=[O:18]>>[O:1]([CH2:2][CH:3]([CH2:4][CH:5]([CH3:6])[CH3:7])[NH:8][C:9]([c:10]1[cH:11][c:12]([CH3:17])[c:13]([CH3:16])[cH:14][cH:15]1)=[O:18])[CH3:22]. Starting materials: O=C([O-])[O-], COC(C)(C)C, ClCCl, COc1cccc(CO)c1F, [K+], [K+], O=S(Cl)Cl. Product: COc1cccc(CCl)c1F. Reaction SMILES: [C:16](=[O:17])([O-:18])[O-:19].[CH3:25][O:26][C:27]([CH3:28])([CH3:29])[CH3:30].[Cl:22][CH2:23][Cl:24].[F:1][c:2]1[c:3]([CH2:4][OH:5])[cH:6][cH:7][cH:8][c:9]1[O:10][CH3:11].[K+:20].[K+:21].[S:12]([Cl:13])([Cl:14])=[O:15]>>[F:1][c:2]1[c:3]([CH2:4][Cl:14])[cH:6][cH:7][cH:8][c:9]1[O:10][CH3:11]. Isolated yield 96.0%. Procedure: Sodium hydroxide hydrolysis of 5-[[6-([1,1'-biphenyl]-4-yloxy)hexyl]oxy]-2-(phenylmethoxy)benzoic acid methyl ester as described in Example 60 gave 5-[[6-([1,1'-biphenyl]-4-yloxy)hexyl]oxy]-2-(phenylmethoxy)benzoic acid (96% yield, mp 131°-133°). Starting materials: [OH-].[Na+] (Sodium hydroxide), COC(C1=C(C=CC(=C1)OCCCCCCOC1=CC=C(C=C1)C1=CC=CC=C1)OCC1=CC=CC=C1)=O (5-[[6-([1,1'-biphenyl]-4-yloxy)hexyl]oxy]-2-(phenylmethoxy)benzoic acid methyl ester). The product is C1(=CC=C(C=C1)OCCCCCCOC=1C=CC(=C(C(=O)O)C1)OCC1=CC=CC=C1)C1=CC=CC=C1 (5-[[6-([1,1'-biphenyl]-4-yloxy)hexyl]oxy]-2-(phenylmethoxy)benzoic acid). Reaction SMILES: [OH-].[Na+].C[O:4][C:5](=[O:40])[C:6]1[CH:11]=[C:10]([O:12][CH2:13][CH2:14][CH2:15][CH2:16][CH2:17][CH2:18][O:19][C:20]2[CH:25]=[CH:24][C:23]([C:26]3[CH:31]=[CH:30][CH:29]=[CH:28][CH:27]=3)=[CH:22][CH:21]=2)[CH:9]=[CH:8][C:7]=1[O:32][CH2:33][C:34]1[CH:39]=[CH:38][CH:37]=[CH:36][CH:35]=1>>[C:23]1([C:26]2[CH:31]=[CH:30][CH:29]=[CH:28][CH:27]=2)[CH:22]=[CH:21][C:20]([O:19][CH2:18][CH2:17][CH2:16][CH2:15][CH2:14][CH2:13][O:12][C:10]2[CH:9]=[CH:8][C:7]([O:32][CH2:33][C:34]3[CH:35]=[CH:36][CH:37]=[CH:38][CH:39]=3)=[C:6]([CH:11]=2)[C:5]([OH:40])=[O:4])=[CH:25][CH:24]=1 |f:0.1|. The reactants are C1(CCCCC1)OS(=O)(=O)C1=CC=C(C=C1)C (toluene-4-sulfonic acid cyclohexyl ester), ClC=1C=C(C=CC1)C=1N=C(SC1C(=O)N)N1C=NC2=C1C=C(C=C2)O (4-(3-chloro-phenyl)-2-(6-hydroxy-benzoimidazol-1-yl)-thiazole-5-carboxylic acid amide), C([O-])([O-])=O.[Cs+].[Cs+] (cesium carbonate). Procedure details: To a mixture of 0.051 g (0.2 mmole) of toluene-4-sulfonic acid cyclohexyl ester, 0.037 g (0.1 mmole) of 4-(3-chloro-phenyl)-2-(6-hydroxy-benzoimidazol-1-yl)-thiazole-5-carboxylic acid amide (I.25d) and 1 mL of dimethylformamide was added 0.163 g (0.5 mmole) of cesium carbonate. The mixture was heated at 100 degrees for 30 minutes. The mixture was cooled, the solid was removed by filtration and the filtrate purified by reverse phase silica gel chromatography, eluting with acetonitrile-water (grad... The solvent is CN(C=O)C (dimethylformamide). Product: ClC=1C=C(C=CC1)C=1N=C(SC1C(=O)N)N1C=NC2=C1C=C(C=C2)OC2CCCCC2 (4-(3-chloro-phenyl)-2-(6-cyclohexyloxy-benzoimidazol-1-yl)-thiazole-5-carboxylic acid amide). The yield is 59.6%. RXN SMILES: [CH:1]1(OS(C2C=CC(C)=CC=2)(=O)=O)[CH2:6][CH2:5][CH2:4][CH2:3][CH2:2]1.[Cl:18][C:19]1[CH:20]=[C:21]([C:25]2[N:26]=[C:27]([N:33]3[C:37]4[CH:38]=[C:39]([OH:42])[CH:40]=[CH:41][C:36]=4[N:35]=[CH:34]3)[S:28][C:29]=2[C:30]([NH2:32])=[O:31])[CH:22]=[CH:23][CH:24]=1.C(=O)([O-])[O-].[Cs+].[Cs+]>CN(C)C=O>[Cl:18][C:19]1[CH:20]=[C:21]([C:25]2[N:26]=[C:27]([N:33]3[C:37]4[CH:38]=[C:39]([O:42][CH:1]5[CH2:6][CH2:5][CH2:4][CH2:3][CH2:2]5)[CH:40]=[CH:41][C:36]=4[N:35]=[CH:34]3)[S:28][C:29]=2[C:30]([NH2:32])=[O:31])[CH:22]=[CH:23][CH:24]=1 |f:2.3.4|.